From a dataset of the Open Reaction Database (ORD), a public repository of structured organic reaction records. describe an organic reaction: reactants, conditions, products, and yield The reactants are C=CCC (butene), C=CCCCCCC (octene), C(CCCCCCCC)O (nonanol), C(CCCCCCCC)O (nonanol). Yields the product esters, C=CCCCCCCC (nonene). Reaction SMILES: C=CCC.C=CCCCCCC.[CH2:13](O)[CH2:14][CH2:15][CH2:16][CH2:17][CH2:18][CH2:19][CH2:20][CH3:21]>>[CH2:13]=[CH:14][CH2:15][CH2:16][CH2:17][CH2:18][CH2:19][CH2:20][CH3:21]. Procedure details: Another way to obtain didecyl phthalic mixtures is described in European Patent Application 04 24 767. The esters are prepared by a multi-stage process by dimerization of butene mixtures, hydroformylation, and hydrogenation of the resulting octene mixture to a nonanol mixture, dehydration of the nonanol mixture to form a nonene mixture, followed by hydroformylation and hydrogenation of the nonene mixture to form a decanol mixture. Reactants: CC(CCC)O (2-pentanol). Run in C(CCC)(=O)OC(CCC)=O (Butyric anhydride). The product is C(CCC)(=O)OC(CCC)C (1-methylbutyl butyrate). Isolated yield 57.0%. As a reaction SMILES: [CH3:1][CH:2]([OH:6])[CH2:3][CH2:4][CH3:5]>C(OC(=O)CCC)(=O)CCC>[C:2]([O:6][CH:2]([CH3:1])[CH2:3][CH2:4][CH3:5])(=[O:6])[CH2:3][CH2:4][CH3:5]. Reported procedure: Butyric anhydride (400 ml, Aldrich) was added to 2-pentanol (176 g, 2.0 mol, Aldrich) over a 1.5 hour period at 100-120° C. The mixture was heated to 160° for 4 hours. The reaction mixture was then cooled, washed with hot water, washed with aqueous sodium carbonate to remove butyric anhydride, dried over sodium sulfate, and then concentrated. Fractional distillation of the crude residue under vacuum provided 1-methylbutyl butyrate (107-110°/115-120 mm Hg, 57% yield), the structure of which was c... Starting materials: Cl.Cl.C(C1=CC=CC=C1)N1CCN(CC1)CC(=O)C1=CC=C(C=C1)[N+](=O)[O-] (N1-benzyl-N4-(4-nitrophenacyl)piperazine dihydrochloride). Reagents/catalysts: [Fe] (iron). Product: Cl.Cl.Cl.C(C1=CC=CC=C1)N1CCN(CC1)CC(=O)C1=CC=C(C=C1)N (N1-benzyl-N4-(4-aminophenacyl)piperazine trihydrochloride). Isolated yield 60.0%. RXN SMILES: [ClH:1].Cl.[CH2:3]([N:10]1[CH2:15][CH2:14][N:13]([CH2:16][C:17]([C:19]2[CH:24]=[CH:23][C:22]([N+:25]([O-])=O)=[CH:21][CH:20]=2)=[O:18])[CH2:12][CH2:11]1)[C:4]1[CH:9]=[CH:8][CH:7]=[CH:6][CH:5]=1>[Fe]>[ClH:1].[ClH:1].[ClH:1].[CH2:3]([N:10]1[CH2:11][CH2:12][N:13]([CH2:16][C:17]([C:19]2[CH:20]=[CH:21][C:22]([NH2:25])=[CH:23][CH:24]=2)=[O:18])[CH2:14][CH2:15]1)[C:4]1[CH:5]=[CH:6][CH:7]=[CH:8][CH:9]=1 |f:0.1.2,4.5.6.7|. Reported procedure: N1-benzyl-N4-(4-nitrophenacyl)piperazine dihydrochloride (IV-9) (2 mmol) was reduced by reductive iron in a procedure similar to Example 12 to give compound (IV-16), yield 60%, mp 286-288° C. M+ 309. Starting materials: [H-].[Na+] (sodium hydride), [N+](=O)([O-])C1=C(C=CC(=C1)[N+](=O)[O-])NOC (N-(2,4-dinitrophenyl)-O-methylhydroxylamine), O (water), C1(=CC=C(C=C1)S(=O)(=O)Cl)C (p-toluenesulfonyl chloride). Solvent: CN(C)C=O (DMF). Product: [N+](=O)([O-])C1=C(N(S(=O)(=O)C2=CC=C(C=C2)C)OC)C=CC(=C1)[N+](=O)[O-] (2′,4′-Dinitro-N-methoxy-p-toluenesulfonanilide). The yield is 20.5%. RXN SMILES: [H-].[Na+].[N+:3]([C:6]1[CH:11]=[C:10]([N+:12]([O-:14])=[O:13])[CH:9]=[CH:8][C:7]=1[NH:15][O:16][CH3:17])([O-:5])=[O:4].[C:18]1([CH3:28])[CH:23]=[CH:22][C:21]([S:24](Cl)(=[O:26])=[O:25])=[CH:20][CH:19]=1.O>CN(C=O)C>[N+:3]([C:6]1[CH:11]=[C:10]([N+:12]([O-:14])=[O:13])[CH:9]=[CH:8][C:7]=1[N:15]([O:16][CH3:17])[S:24]([C:21]1[CH:22]=[CH:23][C:18]([CH3:28])=[CH:19][CH:20]=1)(=[O:26])=[O:25])([O-:5])=[O:4] |f:0.1|. Procedure: To a suspension of sodium hydride (60%, 0.24 g (6.00 mmol)) in DMF (8.0 ml), N-(2,4-dinitrophenyl)-O-methylhydroxylamine (0.85 g (3.99 mmol)) was added under ice-cooling with stirring. After 15 minutes' stirring under ice-cooling, p-toluenesulfonyl chloride (1.15 g (6.03 mmol)) was added. Then, the temperature of the reaction mixture was brought to room temperature and stirred at the same temperature for 18 hours. The reaction mixture was then poured into water and extracted with ethyl acetate. ...